The task is: describe an organic reaction: reactants, conditions, products, and yield. This data is from the Open Reaction Database (ORD), a public repository of structured organic reaction records. Reactants: C(#N)C=1C(=C(SC1N1CCOCC1)C(=O)OC)I (methyl 4-cyano-3-iodo-5-morpholin-4-ylthiophene-2-carboxylate), solution, [OH-].[Na+] (sodium hydroxide). Product: C(#N)C=1C(=C(SC1N1CCOCC1)C(=O)O)I (4-cyano-3-iodo-5-morpholin-4-ylthiophene-2-carboxylic acid). As a reaction SMILES: [C:1]([C:3]1[C:4]([I:18])=[C:5]([C:14]([O:16]C)=[O:15])[S:6][C:7]=1[N:8]1[CH2:13][CH2:12][O:11][CH2:10][CH2:9]1)#[N:2].[OH-].[Na+]>C1COCC1.O>[C:1]([C:3]1[C:4]([I:18])=[C:5]([C:14]([OH:16])=[O:15])[S:6][C:7]=1[N:8]1[CH2:13][CH2:12][O:11][CH2:10][CH2:9]1)#[N:2] |f:1.2|. Run at time 8 hour. Procedure: To a solution of methyl 4-cyano-3-iodo-5-morpholin-4-ylthiophene-2-carboxylate (1.5 g, 40.1 mmol) in THF (110 mL) was added a 1.0 M solution of sodium hydroxide in water (50 mL). The reaction mixture was allowed to stir at rt overnight and was then allowed to settle. The two layers were separated and the aqueous solution was washed with EtOAc and acidified with 1 N HCl. A precipitate formed and was filtered to give 4-cyano-3-iodo-5-morpholin-4-ylthiophene-2-carboxylic acid (1.2 g, 82%). LCMS: (F... Solvent: C1CCOC1 (THF), O (water). The yield is 8.2%. Product: NC1=NC2=CC=C(C=C2C=C1N1CCOCC1)C1=C(C=CC=C1)C(=O)C1CCOCC1 ((2-(2-amino-3-morpholinoquinolin-6-yl)phenyl)(tetrahydro-2H-pyran-4-yl)methanone). Reactants: BrC1=C(C=CC=C1)C(=O)C1CCOCC1 ((2-Bromophenyl)(tetrahydro-2H-pyran-4-yl)methanone), O1CCN(CC1)C=1C(=NC2=CC=C(C=C2C1)B1OC(C(O1)(C)C)(C)C)N (3-morpholino-6-(4,4,5,5-tetramethyl-1,3,2-dioxaborolan-2-yl)quinolin-2-amine), [O-]P(=O)([O-])[O-].[K+].[K+].[K+] (potassium phosphate tribasic), C1(CCCCC1)P(C1=C(C=CC=C1)C1=C(C=C(C=C1C(C)C)C(C)C)C(C)C)C1CCCCC1 (2-dicyclohexylphosphino-2′,4′,6′,-triisopropylbiphenyl). Conditions: temperature 120 celsius. Reaction SMILES: Br[C:2]1[CH:7]=[CH:6][CH:5]=[CH:4][C:3]=1[C:8]([CH:10]1[CH2:15][CH2:14][O:13][CH2:12][CH2:11]1)=[O:9].[O:16]1[CH2:21][CH2:20][N:19]([C:22]2[C:23]([NH2:41])=[N:24][C:25]3[C:30]([CH:31]=2)=[CH:29][C:28](B2OC(C)(C)C(C)(C)O2)=[CH:27][CH:26]=3)[CH2:18][CH2:17]1.[O-]P([O-])([O-])=O.[K+].[K+].[K+].C1(P(C2CCCCC2)C2C=CC=CC=2C2C(C(C)C)=CC(C(C)C)=CC=2C(C)C)CCCCC1>O1CCOCC1.O.C1C=CC(/C=C/C(/C=C/C2C=CC=CC=2)=O)=CC=1.C1C=CC(/C=C/C(/C=C/C2C=CC=CC=2)=O)=CC=1.C1C=CC(/C=C/C(/C=C/C2C=CC=CC=2)=O)=CC=1.C(Cl)(Cl)Cl.[Pd].[Pd]>[NH2:41][C:23]1[C:22]([N:19]2[CH2:20][CH2:21][O:16][CH2:17][CH2:18]2)=[CH:31][C:30]2[C:25](=[CH:26][CH:27]=[C:28]([C:2]3[CH:7]=[CH:6][CH:5]=[CH:4][C:3]=3[C:8]([CH:10]3[CH2:15][CH2:14][O:13][CH2:12][CH2:11]3)=[O:9])[CH:29]=2)[N:24]=1 |f:2.3.4.5,9.10.11.12.13.14|. Procedure details: (2-Bromophenyl)(tetrahydro-2H-pyran-4-yl)methanone (0.46 g, 1.69 mmol), 3-morpholino-6-(4,4,5,5-tetramethyl-1,3,2-dioxaborolan-2-yl)quinolin-2-amine (0.50 g, 1.13 mmol, prepared as in Example 2, Step 1-2), potassium phosphate tribasic (0.37 mL, 4.50 mmol), 2-dicyclohexylphosphino-2′,4′,6′,-triisopropylbiphenyl (0.054 g, 0.113 mmol), and tris(dibenzylideneacetone)dipalladium (0) chloroform adduct (0.029 g, 0.028 mmol) were suspended in a mixture of dioxane (3 mL) and water (0.5 mL) and heated in ... The solvent is O1CCOCC1 (dioxane), O (water). The reagents and catalysts are C1=CC=C(C=C1)/C=C/C(=O)/C=C/C2=CC=CC=C2.C1=CC=C(C=C1)/C=C/C(=O)/C=C/C2=CC=CC=C2.C1=CC=C(C=C1)/C=C/C(=O)/C=C/C2=CC=CC=C2.C(Cl)(Cl)Cl.[Pd].[Pd] (tris(dibenzylideneacetone)dipalladium (0) chloroform adduct). Starting materials: C(C)(C)(C)OC(=O)N1C[C@@H](C[C@@H](C1)N(S(=O)(=O)C1=C(C=CC=C1)[N+](=O)[O-])CCN1C(C2=CC=CC=C2C1=O)=O)C(N(CC1=CN(C2=CC=CC=C12)CCCOC)C1CC1)=O ((3R*,5S*)-3-{Cyclopropyl-[1-(3-methoxy-propyl)-1H-indol-3-ylmethyl]-carbamoyl}-5-[[2-(1,3-dioxo-1,3-dihydro-isoindol-2-yl)-ethyl]-(2-nitro-benzenesulfonyl)-amino]-piperidine-1-carboxylic acid tert-butyl ester), C(CS)(=O)O (thioglycolic acid), C1CCC2=NCCCN2CC1 (DBU). The solvent is CN(C)C=O (DMF). Conditions: time 2.5 hour. Yields the product C(C)(C)(C)OC(=O)N1C[C@@H](C[C@@H](C1)NCCN1C(C2=CC=CC=C2C1=O)=O)C(N(CC1=CN(C2=CC=CC=C12)CCCOC)C1CC1)=O ((3R*,5S*)-3-{Cyclopropyl-[1-(3-methoxy-propyl)-1H-indol-3-ylmethyl]-carbamoyl}-5-[2-(1,3-dioxo-1,3-dihydro-isoindol-2-yl)-ethylamino]-piperidine-1-carboxylic acid tert-butyl ester). As a reaction SMILES: [C:1]([O:5][C:6]([N:8]1[CH2:13][C@@H:12]([N:14]([CH2:27][CH2:28][N:29]2[C:37](=[O:38])[C:36]3[C:31](=[CH:32][CH:33]=[CH:34][CH:35]=3)[C:30]2=[O:39])S(C2C=CC=CC=2[N+]([O-])=O)(=O)=O)[CH2:11][C@@H:10]([C:40](=[O:60])[N:41]([CH:57]2[CH2:59][CH2:58]2)[CH2:42][C:43]2[C:51]3[C:46](=[CH:47][CH:48]=[CH:49][CH:50]=3)[N:45]([CH2:52][CH2:53][CH2:54][O:55][CH3:56])[CH:44]=2)[CH2:9]1)=[O:7])([CH3:4])([CH3:3])[CH3:2].C(O)(=O)CS.C1CCN2C(=NCCC2)CC1>CN(C=O)C>[C:1]([O:5][C:6]([N:8]1[CH2:13][C@@H:12]([NH:14][CH2:27][CH2:28][N:29]2[C:37](=[O:38])[C:36]3[C:31](=[CH:32][CH:33]=[CH:34][CH:35]=3)[C:30]2=[O:39])[CH2:11][C@@H:10]([C:40](=[O:60])[N:41]([CH:57]2[CH2:59][CH2:58]2)[CH2:42][C:43]2[C:51]3[C:46](=[CH:47][CH:48]=[CH:49][CH:50]=3)[N:45]([CH2:52][CH2:53][CH2:54][O:55][CH3:56])[CH:44]=2)[CH2:9]1)=[O:7])([CH3:4])([CH3:2])[CH3:3]. Procedure: To a solution of (3R*,5S*)-3-{Cyclopropyl-[1-(3-methoxy-propyl)-1H-indol-3-ylmethyl]-carbamoyl}-5-[[2-(1,3-dioxo-1,3-dihydro-isoindol-2-yl)-ethyl]-(2-nitro-benzenesulfonyl)-amino]-piperidine-1-carboxylic acid tert-butyl ester (250 mg, 0.3 mmol) in DMF (1 mL) are added thioglycolic acid (104 uL, 1.5 mmol) and DBU (224 uL, 1.5 mmol) at room temperature. After 2.5 h, the reaction mixture is quenched by H2O (20 mL) and extracted with CH2Cl2 (50 mL). The organic phase is successively washed with H2O ... Starting materials: ClC1=CC2=C(N(C(N2)=O)C(=O)OC(C)(C)C)C=C1 (tert-butyl 5-chloro-2-oxo-2,3-dihydro-benzimidazole-1-carboxylate), BrCC(=O)OC(C)(C)C (tert-butyl bromoacetate), C([O-])([O-])=O.[Cs+].[Cs+] (cesium carbonate). The solvent is C(C)#N (acetonitrile). Yields the product C(C)(C)(C)OC(=O)CN1C(N(C2=C1C=C(C=C2)Cl)C(=O)OC(C)(C)C)=O (tert-Butyl 3-tert-butoxycarbonylmethyl-5-chloro-2-oxo-2,3-dihydro-benzimidazole-1-carboxylate). RXN SMILES: [Cl:1][C:2]1[CH:18]=[CH:17][C:5]2[N:6]([C:10]([O:12][C:13]([CH3:16])([CH3:15])[CH3:14])=[O:11])[C:7](=[O:9])[NH:8][C:4]=2[CH:3]=1.Br[CH2:20][C:21]([O:23][C:24]([CH3:27])([CH3:26])[CH3:25])=[O:22].C(=O)([O-])[O-].[Cs+].[Cs+]>C(#N)C>[C:24]([O:23][C:21]([CH2:20][N:8]1[C:4]2[CH:3]=[C:2]([Cl:1])[CH:18]=[CH:17][C:5]=2[N:6]([C:10]([O:12][C:13]([CH3:14])([CH3:15])[CH3:16])=[O:11])[C:7]1=[O:9])=[O:22])([CH3:27])([CH3:26])[CH3:25] |f:2.3.4|. Procedure: A mixture of 4.00 g (14.9 mmol) of tert-butyl 5-chloro-2-oxo-2,3-dihydro-benzimidazole-1-carboxylate (Via), 3.19 g (16.4 mmol) of tert-butyl bromoacetate and 7.28 g (22.3 mmol) of cesium carbonate in acetonitrile (80 ml) was heated under reflux for 3 h. The solvent was removed in vacuo, the residue was mixed with water, and the aqueous mixture was extracted four times with ethyl acetate. The combined organic phases were washed with saturated NaCl solution and dried over magnesium sulfate, and th... The reactants are CCCc1c(C(=O)NCc2ccc3cc(OCC(=O)OC)ccc3c2)cnn1-c1ccc(Cl)cc1, CO, Cl, [Na+], [OH-], O. The product is CCCc1c(C(=O)NCc2ccc3cc(OCC(=O)O)ccc3c2)cnn1-c1ccc(Cl)cc1. As a reaction SMILES: [CH3:3][O:4][C:5]([CH2:6][O:7][c:8]1[cH:9][c:10]2[cH:11][cH:12][c:13]([CH2:18][NH:19][C:20](=[O:21])[c:22]3[cH:23][n:24][n:25](-[c:30]4[cH:31][cH:32][c:33]([Cl:36])[cH:34][cH:35]4)[c:26]3[CH2:27][CH2:28][CH3:29])[cH:14][c:15]2[cH:16][cH:17]1)=[O:37].[CH3:40][OH:41].[ClH:39].[Na+:2].[OH-:1].[OH2:38]>>[O:4]=[C:5]([CH2:6][O:7][c:8]1[cH:9][c:10]2[cH:11][cH:12][c:13]([CH2:18][NH:19][C:20](=[O:21])[c:22]3[cH:23][n:24][n:25](-[c:30]4[cH:31][cH:32][c:33]([Cl:36])[cH:34][cH:35]4)[c:26]3[CH2:27][CH2:28][CH3:29])[cH:14][c:15]2[cH:16][cH:17]1)[OH:37]. Starting materials: Clc1ccc(-c2cc(CBr)no2)s1, COC(=O)c1cnc[nH]1, CN(C)C=O, O. The product is COC(=O)c1cncn1Cc1cc(-c2ccc(Cl)s2)on1. Reaction SMILES: [Br:10][CH2:11][c:12]1[n:13][o:14][c:15](-[c:17]2[s:18][c:19]([Cl:22])[cH:20][cH:21]2)[cH:16]1.[CH3:1][O:2][C:3](=[O:4])[c:5]1[nH:6][cH:7][n:8][cH:9]1.[O:24]=[CH:25][N:26]([CH3:27])[CH3:28].[OH2:23]>>[CH3:1][O:2][C:3](=[O:4])[c:5]1[n:6]([CH2:11][c:12]2[n:13][o:14][c:15](-[c:17]3[s:18][c:19]([Cl:22])[cH:20][cH:21]3)[cH:16]2)[cH:7][n:8][cH:9]1. Reactants: NC=1NC2=C(N1)C=CC=C2 (2-aminobenzimidazole), ClCOC1=C(C=C(C=C1)Cl)Br (2-bromo-4-chlorophenyl chloromethyl ether). The solvent is S1(=O)(=O)CCCC1 (sulfolane), CC(C)O (2-propanol). Run at time 22 hour. The product is [Cl-].NC1=[N+](C2=C(N1COC1=C(C=C(C=C1)Cl)Br)C=CC=C2)COC2=C(C=C(C=C2)Cl)Br (2-Amino-1,3-bis[(2-bromo-4-chlorophenoxy)methyl]-1H-benzimidazol-3-ium chloride). As a reaction SMILES: [NH2:1][C:2]1[NH:3][C:4]2[CH:10]=[CH:9][CH:8]=[CH:7][C:5]=2[N:6]=1.[Cl:11][CH2:12][O:13][C:14]1[CH:19]=[CH:18][C:17]([Cl:20])=[CH:16][C:15]=1[Br:21]>S1(CCCC1)(=O)=O.CC(O)C>[Cl-:11].[NH2:1][C:2]1[N:6]([CH2:12][O:13][C:14]2[CH:19]=[CH:18][C:17]([Cl:20])=[CH:16][C:15]=2[Br:21])[C:5]2[CH:7]=[CH:8][CH:9]=[CH:10][C:4]=2[N+:3]=1[CH2:12][O:13][C:14]1[CH:19]=[CH:18][C:17]([Cl:20])=[CH:16][C:15]=1[Br:21] |f:4.5|. Procedure: A mixture of 1.00 g (0.00745 mol) of 2-aminobenzimidazole and 1.91 g (0.00745 mol) of 2-bromo-4-chlorophenyl chloromethyl ether in 5 ml of sulfolane is allowed to stand at room temperature for 22 hours. A solid precipitate forms within 5 minutes of mixing the two reagents. The product mixture is diluted with 10 ml of cold 2-propanol, and filtered, and the solid product is washed with two portions of cold 2-propanol. Drying in vacuo over P2O5 gives 2.28 g (100% crude yield) of the product as a wh...